From a dataset of the Open Reaction Database (ORD), a public repository of structured organic reaction records. describe an organic reaction: reactants, conditions, products, and yield The reactants are ClC1=NC=CC(=C1)I (2-chloro-4-iodopyridine), [O-]CC.[Na+] (sodium ethoxide). Solvent: C(C)O (ethanol). The product is C(C)OC1=NC=CC(=C1)I (2-Ethoxy-4-iodopyridine). RXN SMILES: Cl[C:2]1[CH:7]=[C:6]([I:8])[CH:5]=[CH:4][N:3]=1.[O-:9][CH2:10][CH3:11].[Na+]>C(O)C>[CH2:10]([O:9][C:2]1[CH:7]=[C:6]([I:8])[CH:5]=[CH:4][N:3]=1)[CH3:11] |f:1.2|. Reported procedure: To 2.00 g (8.35 mmol) 2-chloro-4-iodopyridine in 15 mL ethanol are added 3.4 mL (9.2 mmol) sodium ethoxide and stirred at reflux for 12 h. The solvent is evaporated in vacuo and the residue is partitioned between water and DCM. The organic layer is dried over sodium sulphate and the solvent is removed in vacuo. The crude product is purified by column chromatography (silica gel; DCM/MeOH gradient 100/0→96/4). Reaction SMILES: [C:15](=[CH2:16])([CH3:17])[c:18]1[cH:19][cH:20][c:21]([OH:24])[cH:22][cH:23]1.[CH3:26][C:27]([c:28]1[cH:29][cH:30][c:31]([OH:32])[cH:33][cH:34]1)([c:35]1[cH:36][cH:37][c:38]([OH:39])[cH:40][cH:41]1)[CH3:42].[ClH:25].[NH2:1][c:2]1[cH:3][cH:4][cH:5][cH:6][cH:7]1.[OH:8][c:9]1[cH:10][cH:11][cH:12][cH:13][cH:14]1>>[NH2:1][c:2]1[cH:3][cH:4][c:5]([C:15]([CH3:16])([CH3:17])[c:18]2[cH:19][cH:20][c:21]([OH:24])[cH:22][cH:23]2)[cH:6][cH:7]1. Starting materials: C=C(C)c1ccc(O)cc1, CC(C)(c1ccc(O)cc1)c1ccc(O)cc1, Cl, Nc1ccccc1, Oc1ccccc1. Product: CC(C)(c1ccc(N)cc1)c1ccc(O)cc1. The reactants are FC=1C=C(CC=2C=CC(=NC2)C(=O)OC)C=CC1 (methyl 5-(3-fluorobenzyl)picolinate). Run in [OH-].[Na+] (NaOH), C(C)O (ethanol). Conditions: time 2 hour. Product: FC=1C=C(CC=2C=CC(=NC2)C(=O)O)C=CC1 (5-(3-Fluorobenzyl)picolinic acid). RXN SMILES: [F:1][C:2]1[CH:3]=[C:4]([CH:16]=[CH:17][CH:18]=1)[CH2:5][C:6]1[CH:7]=[CH:8][C:9]([C:12]([O:14]C)=[O:13])=[N:10][CH:11]=1>[OH-].[Na+].C(O)C>[F:1][C:2]1[CH:3]=[C:4]([CH:16]=[CH:17][CH:18]=1)[CH2:5][C:6]1[CH:7]=[CH:8][C:9]([C:12]([OH:14])=[O:13])=[N:10][CH:11]=1 |f:1.2|. Reported procedure: A mixture of methyl 5-(3-fluorobenzyl)picolinate (0.149 g; 0.607 mmol) in NaOH 2M (2 mL) and ethanol (2 mL) was stirred at room temperature for 2 hours and then evaporated to dryness. The residue was dissolved in water and acidified to pH 2 with a 6N solution of hydrochloric acid in water. The mixture was extracted with ethyl acetate and the combined organic layers were dried and concentrated under reduced pressure. The crude material was used in the next step without any further purification. Starting materials: CCN(C(C)C)C(C)C, COc1ccc(C(N)C(=O)NC(C(=O)Nc2ccc(Br)cc2)C(C)c2ccccc2)cc1, O=C(Cl)OC(Cl)(Cl)Cl, C1CCOC1, C1CCOC1, O, Cc1ccccc1. Product: COc1ccc(C2NC(=O)N(C(C(=O)Nc3ccc(Br)cc3)C(C)c3ccccc3)C2=O)cc1. Reaction SMILES: [CH:53]([N:54]([CH2:55][CH3:56])[CH:57]([CH3:58])[CH3:59])([CH3:60])[CH3:61].[NH2:21][CH:22]([C:23](=[O:24])[NH:25][CH:26]([C:27](=[O:28])[NH:29][c:30]1[cH:31][cH:32][c:33]([Br:36])[cH:34][cH:35]1)[CH:37]([CH3:38])[c:39]1[cH:40][cH:41][cH:42][cH:43][cH:44]1)[c:45]1[cH:46][cH:47][c:48]([O:51][CH3:52])[cH:49][cH:50]1.[O:1]=[C:2]([Cl:3])[O:4][C:5]([Cl:6])([Cl:7])[Cl:8].[O:62]1[CH2:63][CH2:64][CH2:65][CH2:66]1.[O:9]1[CH2:10][CH2:11][CH2:12][CH2:13]1.[OH2:67].[c:14]1([CH3:15])[cH:16][cH:17][cH:18][cH:19][cH:20]1>>[O:1]=[C:2]1[NH:21][CH:22]([c:45]2[cH:46][cH:47][c:48]([O:51][CH3:52])[cH:49][cH:50]2)[C:23](=[O:24])[N:25]1[CH:26]([C:27](=[O:28])[NH:29][c:30]1[cH:31][cH:32][c:33]([Br:36])[cH:34][cH:35]1)[CH:37]([CH3:38])[c:39]1[cH:40][cH:41][cH:42][cH:43][cH:44]1. Reaction SMILES: [S:1]([Cl:2])([Cl:3])=[O:4].[S:5]1[CH:6]([C:10](=[O:11])[OH:12])[CH2:7][CH2:8][CH2:9]1>>[Cl-:3].[S:5]1[CH:6]([C:10](=[O:11])[OH:12])[CH2:7][CH2:8][CH2:9]1. Product: [Cl-], O=C(O)C1CCCS1. Starting materials: O=S(Cl)Cl, O=C(O)C1CCCS1.